This data is from the Open Reaction Database (ORD), a public repository of structured organic reaction records. The task is: describe an organic reaction: reactants, conditions, products, and yield The reactants are C(C1=CC=CC=C1)(=O)OC1=CC=C(C=C1)C=1NC(=C(N1)C(=O)N)O (2-(4-benzoyloxyphenyl)-5-hydroxyimidazole-4-carboxamide), N-hydrochloric acid, C(C)(C)OC(C)C (isopropylether), C[O-].[Na+] (sodium methoxide). The solvent is CO (methanol). Run at time 15 minute. Product: OC1=CC=C(C=C1)C=1NC(=C(N1)C(=O)N)O (2-(4-hydroxyphenyl)-5-hydroxy-1H-imidazole-4-carboxamide). The yield is 86.8%. As a reaction SMILES: C([O:9][C:10]1[CH:15]=[CH:14][C:13]([C:16]2[NH:17][C:18]([OH:24])=[C:19]([C:21]([NH2:23])=[O:22])[N:20]=2)=[CH:12][CH:11]=1)(=O)C1C=CC=CC=1.C[O-].[Na+].C(OC(C)C)(C)C>CO>[OH:9][C:10]1[CH:11]=[CH:12][C:13]([C:16]2[NH:17][C:18]([OH:24])=[C:19]([C:21]([NH2:23])=[O:22])[N:20]=2)=[CH:14][CH:15]=1 |f:1.2|. Reported procedure: To a chilled suspension of 2-(4-benzoyloxyphenyl)-5-hydroxyimidazole-4-carboxamide (323 mg) in anhydrous methanol (20 ml) was added sodium methoxide (216 mg). After stirring for 5 minutes at 0°-5° C. and 15 minutes at room temperature, N-hydrochloric acid aqueous solution (4 ml) and isopropylether (30 ml) were added. The precipitated crystal was separated by filtration, washed with isopropylether and dried under vacuum to give 2-(4-hydroxyphenyl)-5-hydroxy-1H-imidazole-4-carboxamide (190 mg). The reactants are CCN(C(C)C)C(C)C, CC#N, CC(C)c1ccc(NC(=O)C2CCNCC2)cc1, O=C(O)CC1CC1. Yields the product CC(C)c1ccc(NC(=O)C2CCN(C(=O)CC3CC3)CC2)cc1. Reaction SMILES: [CH2:8]([N:9]([CH:10]([CH3:11])[CH3:12])[CH:13]([CH3:14])[CH3:15])[CH3:16].[CH3:35][C:36]#[N:37].[CH:17]([CH3:18])([CH3:19])[c:20]1[cH:21][cH:22][c:23]([NH:26][C:27](=[O:28])[CH:29]2[CH2:30][CH2:31][NH:32][CH2:33][CH2:34]2)[cH:24][cH:25]1.[CH:1]1([CH2:4][C:5](=[O:6])[OH:7])[CH2:2][CH2:3]1>>[CH:1]1([CH2:4][C:5](=[O:7])[N:32]2[CH2:31][CH2:30][CH:29]([C:27]([NH:26][c:23]3[cH:22][cH:21][c:20]([CH:17]([CH3:18])[CH3:19])[cH:25][cH:24]3)=[O:28])[CH2:34][CH2:33]2)[CH2:2][CH2:3]1. Reactants: CO, [Cl-], Cn1cnc(-c2cc3nccc(Nc4ccc([N+](=O)[O-])cc4F)c3s2)c1, [Fe], [NH4+], O. Yields the product Cn1cnc(-c2cc3nccc(Nc4ccc(N)cc4F)c3s2)c1. RXN SMILES: [CH3:29][OH:30].[Cl-:27].[F:1][c:2]1[c:3]([NH:11][c:12]2[c:13]3[c:14]([n:15][cH:16][cH:17]2)[cH:18][c:19](-[c:21]2[n:22][cH:23][n:24]([CH3:26])[cH:25]2)[s:20]3)[cH:4][cH:5][c:6]([N+:8]([O-:9])=[O:10])[cH:7]1.[Fe:32].[NH4+:28].[OH2:31]>>[F:1][c:2]1[c:3]([NH:11][c:12]2[c:13]3[c:14]([n:15][cH:16][cH:17]2)[cH:18][c:19](-[c:21]2[n:22][cH:23][n:24]([CH3:26])[cH:25]2)[s:20]3)[cH:4][cH:5][c:6]([NH2:8])[cH:7]1. The reactants are FC1=C(C#N)C=CC=C1 (2-fluorobenzonitrile), C([O-])([O-])=O.[K+].[K+] (potassium carbonate), FC1=C(C(=O)NS(=O)(=O)C)C=C(C(=C1)O)F (2,5-difluoro-4-hydroxy-N-(methylsulfonyl)benzamide). The solvent is CS(=O)C (dimethyl sulfoxide). Conditions: temperature 120 celsius, time 5 hour. Product: C(#N)C1=C(OC2=CC(=C(C(=O)NS(=O)(=O)C)C=C2F)F)C=CC=C1 (4-(2-cyanophenoxy)-2,5-difluoro-N-(methylsulfonyl)benzamide). The yield is 9.9%. RXN SMILES: F[C:2]1[CH:9]=[CH:8][CH:7]=[CH:6][C:3]=1[C:4]#[N:5].C(=O)([O-])[O-].[K+].[K+].[F:16][C:17]1[CH:29]=[C:28]([OH:30])[C:27]([F:31])=[CH:26][C:18]=1[C:19]([NH:21][S:22]([CH3:25])(=[O:24])=[O:23])=[O:20]>CS(C)=O>[C:4]([C:3]1[CH:6]=[CH:7][CH:8]=[CH:9][C:2]=1[O:30][C:28]1[C:27]([F:31])=[CH:26][C:18]([C:19]([NH:21][S:22]([CH3:25])(=[O:23])=[O:24])=[O:20])=[C:17]([F:16])[CH:29]=1)#[N:5] |f:1.2.3|. Procedure: To 2-fluorobenzonitrile (12.1 mg, 0.100 mmol) was added potassium carbonate (27.6 mg, 0.200 mmol) and a solution of 2,5-difluoro-4-hydroxy-N-(methylsulfonyl)benzamide (Preparation 34, 32.7 mg 0.130 mmol) in dimethyl sulfoxide (1.0 mL). The reaction mixture was shaken at 120° C. for 5 hours. The reaction mixture was purified on an HPLC column (DIKMA Diamonsil(2) C18 200*20 mm*5 um, acetonitrile-water (0.225% formic acid) gradient) to afford the title compound (3.50 mg, 9.93 μmol). RXN SMILES: [F:1][C:2]1[CH:7]=[CH:6][C:5]([C:8]2[N:9]=[C:10]3[CH:15]=[CH:14][C:13]([C:16]([NH:18][O:19][C:20](OCC)=[O:21])=[NH:17])=[CH:12][N:11]3[CH:25]=2)=[CH:4][CH:3]=1.C(=O)([O-])[O-].[Na+].[Na+]>>[F:1][C:2]1[CH:7]=[CH:6][C:5]([C:8]2[N:9]=[C:10]3[CH:15]=[CH:14][C:13]([C:16]4[NH:17][C:20](=[O:21])[O:19][N:18]=4)=[CH:12][N:11]3[CH:25]=2)=[CH:4][CH:3]=1 |f:1.2.3|. Yields the product FC1=CC=C(C=C1)C=1N=C2N(C=C(C=C2)C2=NOC(N2)=O)C1 (3-[2-(4-Fluoro-phenyl)-imidazo[1,2-a]pyridin-6-yl]-4H-1,2,4-oxadiazol-5-one). Yield: 14.0%. Reported procedure: The compound was synthesized by treatment of 2-(4-fluoro-phenyl)-N-ethoxycarbonyloxy-imidazo[1,2-a]pyridine-6-carboxamidine (example 60) with aqueous sodium carbonate. Yield: 14%. MS: M+H+=296.95. Reactants: FC1=CC=C(C=C1)C=1N=C2N(C=C(C=C2)C(=N)NOC(=O)OCC)C1 (2-(4-Fluoro-phenyl)-N-ethoxycarbonyloxy-imidazo[1,2-a]pyridine-6-carboxamidine), C([O-])([O-])=O.[Na+].[Na+] (sodium carbonate). Starting materials: C([O-])([O-])=O.[K+].[K+] (Potassium carbonate), SC1=CC=C(C=C1)O (4-mercaptophenol), Cl (HCl), BrC1=CC=C(C=C1)C1=CC=C(C=C1)Br (4,4'-dibromobiphenyl). Solvent: CN(C=O)C (dimethylformamide). Product: OC1=CC=C(C=C1)SC1=CC=C(C=C1)C1=CC=C(C=C1)SC1=CC=C(C=C1)O (4,4'-bis(4-hydroxyphenyl thio)biphenyl). The yield is 34.0%. RXN SMILES: [C:1](=[O:4])([O-])[O-].[K+].[K+].[SH:7][C:8]1[CH:13]=[CH:12][C:11]([OH:14])=[CH:10][CH:9]=1.Br[C:16]1[CH:21]=[CH:20][C:19]([C:22]2[CH:27]=[CH:26][C:25](Br)=[CH:24][CH:23]=2)=[CH:18][CH:17]=1.Cl>CN(C)C=O>[OH:14][C:11]1[CH:12]=[CH:13][C:8]([S:7][C:16]2[CH:21]=[CH:20][C:19]([C:22]3[CH:27]=[CH:26][C:25]([S:7][C:8]4[CH:13]=[CH:12][C:1]([OH:4])=[CH:10][CH:9]=4)=[CH:24][CH:23]=3)=[CH:18][CH:17]=2)=[CH:9][CH:10]=1 |f:0.1.2|. Procedure: Potassium carbonate (75.9 g, 0.55 mol) was charged to a 2 liter flask equipped with a stirrer, condenser, dropping funnel, thermometer and nitrogen purge. Dimethylformamide (200 ml) was added and the solution heated to 80°-90° C. 4-mercaptophenol (69.3 g, 0.55 mol) in 200 ml of dimethylformamide was added to the stirred reaction mixture over one hour. The reaction mixture was maintained at 100°-110° C. for two hours. Solid 4,4'-dibromobiphenyl (78 g, 0.25 mol) was then added over one hour. The r... Reactants: ice water, C/C(=C/C(=O)OCC)/CC\C=C(/CCC=C(C)C)\C (ethyl (2Z,6Z)-3,7,11-trimethyl-2,6,10-dodecatrienoate), solution, [H-].C(C(C)C)[Al+]CC(C)C (diisobutylaluminium hydride). Solvent: C1(=CC=CC=C1)C (toluene), C1(=CC=CC=C1)C (toluene). Run at time 1 hour. Product: C/C(=C/CO)/CC\C=C(/CCC=C(C)C)\C ((2Z,6Z)-3,7,11-trimethyl-2,6,10-dodecatrien-1-ol). As a reaction SMILES: [CH3:1]/[C:2](/[CH2:9][CH2:10]/[CH:11]=[C:12](/[CH3:19])\[CH2:13][CH2:14][CH:15]=[C:16]([CH3:18])[CH3:17])=[CH:3]/[C:4](OCC)=[O:5].[H-].C([Al+]CC(C)C)C(C)C>C1(C)C=CC=CC=1>[CH3:1]/[C:2](/[CH2:9][CH2:10]/[CH:11]=[C:12](/[CH3:19])\[CH2:13][CH2:14][CH:15]=[C:16]([CH3:18])[CH3:17])=[CH:3]/[CH2:4][OH:5] |f:1.2|. Reported procedure: A solution of 1 g (0.0038 mol) of ethyl (2Z,6Z)-3,7,11-trimethyl-2,6,10-dodecatrienoate in 8 ml of toluene is treated dropwise at -5° to -10° with 9.45 ml of a solution of diisobutylaluminium hydride in toluene (1.2 mol/l, i.e. 3.0 mol equivalents). The solution is stirred at the same temperature for 1 hour under argon. The reaction mixture is poured into an ice-water mixture and extracted with ether. After drying and removing the solvent the residue is chromatographed on silica gel with ether-h... Starting materials: CC(=O)O, COC(=O)C(=Cc1ccc(-c2cccc(N(C)C(=O)NCCc3ccccc3)c2)cc1)OC, [Na+], C1CCOC1, [OH-]. Product: COC(=Cc1ccc(-c2cccc(N(C)C(=O)NCCc3ccccc3)c2)cc1)C(=O)O. Reaction SMILES: [CH3:36][C:37](=[O:38])[OH:39].[CH3:3][O:4][C:5]([C:6](=[O:7])[O:8][CH3:9])=[CH:10][c:11]1[cH:12][cH:13][c:14](-[c:17]2[cH:18][c:19]([N:23]([C:24](=[O:25])[NH:26][CH2:27][CH2:28][c:29]3[cH:30][cH:31][cH:32][cH:33][cH:34]3)[CH3:35])[cH:20][cH:21][cH:22]2)[cH:15][cH:16]1.[Na+:2].[O:40]1[CH2:41][CH2:42][CH2:43][CH2:44]1.[OH-:1]>>[CH3:3][O:4][C:5]([C:6](=[O:7])[OH:8])=[CH:10][c:11]1[cH:12][cH:13][c:14](-[c:17]2[cH:18][c:19]([N:23]([C:24](=[O:25])[NH:26][CH2:27][CH2:28][c:29]3[cH:30][cH:31][cH:32][cH:33][cH:34]3)[CH3:35])[cH:20][cH:21][cH:22]2)[cH:15][cH:16]1.